From a dataset of the Open Reaction Database (ORD), a public repository of structured organic reaction records. describe an organic reaction: reactants, conditions, products, and yield Reactants: C1COCCO1, CCO, CCOC(=O)CCn1ccc2c(-c3noc(-c4cnc(OC(C)C)c(Cl)c4)n3)cccc21, [Na+], [OH-], O. The product is CC(C)Oc1ncc(-c2nc(-c3cccc4c3ccn4CCC(=O)O)no2)cc1Cl. RXN SMILES: [CH2:36]1[O:37][CH2:38][CH2:39][O:40][CH2:41]1.[CH3:42][CH2:43][OH:44].[Cl:1][c:2]1[cH:3][c:4](-[c:12]2[n:13][c:14](-[c:17]3[c:18]4[cH:19][cH:20][n:21]([CH2:26][CH2:27][C:28](=[O:29])[O:30][CH2:31][CH3:32])[c:22]4[cH:23][cH:24][cH:25]3)[n:15][o:16]2)[cH:5][n:6][c:7]1[O:8][CH:9]([CH3:10])[CH3:11].[Na+:35].[OH-:34].[OH2:33]>>[Cl:1][c:2]1[cH:3][c:4](-[c:12]2[n:13][c:14](-[c:17]3[c:18]4[cH:19][cH:20][n:21]([CH2:26][CH2:27][C:28](=[O:29])[OH:30])[c:22]4[cH:23][cH:24][cH:25]3)[n:15][o:16]2)[cH:5][n:6][c:7]1[O:8][CH:9]([CH3:10])[CH3:11]. Starting materials: BrC1=C(C=CC2=C1C=1NC(CC(C1O2)=O)C=2N=C(SC2)C(C)C)OC (9-bromo-2-(2-isopropyl-thiazol-4-yl)-8-methoxy-2,3-dihydro-benzofuro[3,2-b]pyridin-4(1H)-one), FeCl3.6H2O, O (water). Solvent: O1CCOCC1 (1,4-dioxane). Conditions: temperature 110 celsius. The product is OC1=C2C(=NC(=C1)C=1N=C(SC1)C(C)C)C1=C(O2)C=CC(=C1Br)OC (4-hydroxyl-9-bromo-2-(2-isopropyl-thiazol-4-yl)-8-methoxy-benzofuro[3,2-b]pyridine). Yield: 60.9%. RXN SMILES: [Br:1][C:2]1[C:7]2[C:8]3[NH:9][CH:10]([C:16]4[N:17]=[C:18]([CH:21]([CH3:23])[CH3:22])[S:19][CH:20]=4)[CH2:11][C:12](=[O:15])[C:13]=3[O:14][C:6]=2[CH:5]=[CH:4][C:3]=1[O:24][CH3:25].O>O1CCOCC1>[OH:15][C:12]1[CH:11]=[C:10]([C:16]2[N:17]=[C:18]([CH:21]([CH3:23])[CH3:22])[S:19][CH:20]=2)[N:9]=[C:8]2[C:7]3[C:2]([Br:1])=[C:3]([O:24][CH3:25])[CH:4]=[CH:5][C:6]=3[O:14][C:13]=12. Procedure: A mixture of 15B (2.0 g, 4.7 mmol), FeCl3.6H2O (6 g) in 1,4-dioxane (20 mL) was heated to 110° C. and reacted overnight. TLC monitored the reaction. After the reaction completed, the reaction mixture was added dropwise into water. The precipitated solids were collected by filtration to give 15C (1.2 g, 60.2% yield). Starting materials: B(C1CCCCC1)C1CCCCC1 (Cy2BH), C(C1=CC=CC=C1)=O (benzaldehyde), CC(C)OC(=O)[C@@H]([C@H](C(=O)OC(C)C)O)O ((+)-DIPT), CC(C#C)(C)C (3,3-dimethyl-1-butyne), [Zn](CC)CC (Et2Zn). The reagents and catalysts are CC(C)O[Ti](OC(C)C)(OC(C)C)OC(C)C (Ti(OiPr)4). Product: C(C)(C)(C)C1C(O1)C(O)C1=CC=CC=C1 ((3-tert-Butyl-oxiranyl)-phenyl-methanol). The yield is 77.0%. RXN SMILES: B(C1CCCCC1)C1CCCCC1.[CH3:14][C:15]([CH3:19])([CH3:18])[C:16]#[CH:17].[Zn](CC)CC.[CH:25](=[O:32])[C:26]1[CH:31]=[CH:30][CH:29]=[CH:28][CH:27]=1.CC([O:36]C([C@H](O)[C@@H](O)C(OC(C)C)=O)=O)C>CC(O[Ti](OC(C)C)(OC(C)C)OC(C)C)C>[C:15]([CH:16]1[O:36][CH:17]1[CH:25]([C:26]1[CH:31]=[CH:30][CH:29]=[CH:28][CH:27]=1)[OH:32])([CH3:19])([CH3:18])[CH3:14]. Procedure details: The product was prepared by General procedure T using 50 mg (0.28 mmol) Cy2BH, 35 μL (0.28 mmol) 3,3-dimethyl-1-butyne, 0.39 mL (0.78 mmol, 2.0 M in hexanes) Et2Zn, 2.4 mg (0.01 mmol) (−)-MIB, 25 μL (0.25 mmol) benzaldehyde, 50 μL (0.05 mmol, 1.0 M in hexanes) Ti(OiPr)4, and 10.6 μL (0.05 mmol) (+)-DIPT. The crude product was purified by column chromatography (5% ethyl acetate in hexanes) to afford the title compound in 77% yield (40 mg, 0.19 mmol). threo-diastereomer: White solid. m.p.: 70-73° ... Reactants: CC1=CC=2N=C(NC(C2N1)=O)NC(OC)=O (Methyl (6-methyl-4-oxo-4,5-dihydro-3H-pyrrolo[3,2-d]pyrimidin-2-yl)carbamate), CC(=O)O (AcOH). Solvent: [OH-].[Na+] (NaOH). Reaction conditions: temperature 55 celsius. The product is NC=1NC(C2=C(N1)C=C(N2)C)=O (2-Amino-6-methyl-3,5-dihydro-4H-pyrrolo[3,2-d]pyrimidin-4-one). Yield: 90.7%. RXN SMILES: [CH3:1][C:2]1[NH:10][C:9]2[C:8](=[O:11])[NH:7][C:6]([NH:12]C(=O)OC)=[N:5][C:4]=2[CH:3]=1.CC(O)=O>[OH-].[Na+]>[NH2:12][C:6]1[NH:7][C:8](=[O:11])[C:9]2[NH:10][C:2]([CH3:1])=[CH:3][C:4]=2[N:5]=1 |f:2.3|. Procedure details: To a 200 mL round bottomed flask was added 7 (1 g, 4.5 mmol) suspended in 1 N NaOH (35 mL). The reaction mixture was heated at 55° C. for 3 h. The resulting solution was cooled in an ice bath and neutralized with AcOH. The precipitated solid was collected by filtration, washed with brine, and dried in vacuo to afford 0.67 g (92%) of 8 as a white solid: mp 252-254° C.; TLC Rf0.15 (MeOH/CHCl3, 1:5); 1H NMR (DMSO-d6) δ 2.20 (s, 3 H), 5.65 (s, 1 H), 5.65 (s, 2 H), 10.21 (s, 1 H), 11.15 (s, 1 H). Ana... Reactants: COC1=CC=C(C=C1)C=1N=C(SC1CC1=CC=C(C=C1)[N+](=O)[O-])N (4-(4-methoxy-phenyl)-5-(4-nitro-benzyl)-thiazol-2-ylamine), FC1=CC=C(C(=O)Cl)C=C1 (p-fluorobenzoyl chloride). Yields the product FC1=CC=C(C(=O)NC=2SC(=C(N2)C2=CC=C(C=C2)OC)CC2=CC=C(C=C2)[N+](=O)[O-])C=C1 (4-fluoro-N-[4-(4-methoxy-phenyl)-5-(4-nitro-benzyl)-thiazol-2-yl]-benzamide). The yield is 81.3%. Reaction SMILES: [CH3:1][O:2][C:3]1[CH:8]=[CH:7][C:6]([C:9]2[N:10]=[C:11]([NH2:24])[S:12][C:13]=2[CH2:14][C:15]2[CH:20]=[CH:19][C:18]([N+:21]([O-:23])=[O:22])=[CH:17][CH:16]=2)=[CH:5][CH:4]=1.[F:25][C:26]1[CH:34]=[CH:33][C:29]([C:30](Cl)=[O:31])=[CH:28][CH:27]=1>>[F:25][C:26]1[CH:34]=[CH:33][C:29]([C:30]([NH:24][C:11]2[S:12][C:13]([CH2:14][C:15]3[CH:20]=[CH:19][C:18]([N+:21]([O-:23])=[O:22])=[CH:17][CH:16]=3)=[C:9]([C:6]3[CH:7]=[CH:8][C:3]([O:2][CH3:1])=[CH:4][CH:5]=3)[N:10]=2)=[O:31])=[CH:28][CH:27]=1. Procedure: A procedure similar to that in Example 4 was used. 4-(4-methoxy-phenyl)-5-(4-nitro-benzyl)-thiazol-2-ylamine prepared in Example 6 and p-fluorobenzoyl chloride were used as starting materials, allowed to react at 35-40° C. for 48 hours, followed by post-treatment to obtain a crude product, which was purified by a silica gel column chromatography eluted with petroleum ether and ethyl acetate (4:1) to obtain a product as a yellow solid in a yield of 81.3%, mp: 188-189 └. 1H-NMR (CDCl3, 400 MHz) δ:... Starting materials: CCOC=CC(=O)Cl, C1CCOC1, Cc1cccc(Cl)c1N, Cl, O, c1ccncc1. Yields the product CCOC=CC(=O)Nc1c(C)cccc1Cl. Reaction SMILES: [CH2:16]([CH3:17])[O:18][CH:19]=[CH:20][C:21](=[O:22])[Cl:23].[CH2:25]1[O:26][CH2:27][CH2:28][CH2:29]1.[Cl:1][c:2]1[c:3]([NH2:4])[c:5]([CH3:9])[cH:6][cH:7][cH:8]1.[ClH:24].[OH2:30].[cH:10]1[cH:11][cH:12][n:13][cH:14][cH:15]1>>[Cl:1][c:2]1[c:3]([NH:4][C:21]([CH:20]=[CH:19][O:18][CH2:16][CH3:17])=[O:22])[c:5]([CH3:9])[cH:6][cH:7][cH:8]1. Starting materials: COC(=O)COc1ccc(SCC=C(c2ccc(I)cc2)c2ccc(I)cc2)cc1C, CCO, [Na+], [OH-]. The product is Cc1cc(SCC=C(c2ccc(I)cc2)c2ccc(I)cc2)ccc1OCC(=O)O. Reaction SMILES: [CH3:1][O:2][C:3]([CH2:4][O:5][c:6]1[c:7]([CH3:30])[cH:8][c:9]([S:12][CH2:13][CH:14]=[C:15]([c:16]2[cH:17][cH:18][c:19]([I:22])[cH:20][cH:21]2)[c:23]2[cH:24][cH:25][c:26]([I:29])[cH:27][cH:28]2)[cH:10][cH:11]1)=[O:31].[CH3:34][CH2:35][OH:36].[Na+:33].[OH-:32]>>[O:2]=[C:3]([CH2:4][O:5][c:6]1[c:7]([CH3:30])[cH:8][c:9]([S:12][CH2:13][CH:14]=[C:15]([c:16]2[cH:17][cH:18][c:19]([I:22])[cH:20][cH:21]2)[c:23]2[cH:24][cH:25][c:26]([I:29])[cH:27][cH:28]2)[cH:10][cH:11]1)[OH:31]. Conditions: time 10 minute. As a reaction SMILES: CN(C=O)C.[F:6][C:7]1[CH:12]=[CH:11][C:10]([NH:13][C:14]2[NH:18][C:17](/[CH:19]=[CH:20]/[C:21]3[CH:26]=[CH:25][C:24]([N:27]4[CH:31]=[C:30]([CH3:32])[N:29]=[CH:28]4)=[C:23]([O:33][CH3:34])[CH:22]=3)=[N:16][N:15]=2)=[CH:9][CH:8]=1.[C:35](Cl)(=[O:38])[CH:36]=[CH2:37]>C(OCC)(=O)C>[F:6][C:7]1[CH:8]=[CH:9][C:10]([N:13]2[C:35](=[O:38])[CH2:36][CH2:37][N:15]3[N:16]=[C:17](/[CH:19]=[CH:20]/[C:21]4[CH:26]=[CH:25][C:24]([N:27]5[CH:31]=[C:30]([CH3:32])[N:29]=[CH:28]5)=[C:23]([O:33][CH3:34])[CH:22]=4)[N:18]=[C:14]23)=[CH:11][CH:12]=1. The product is FC1=CC=C(C=C1)N1C=2N(CCC1=O)N=C(N2)\C=C\C2=CC(=C(C=C2)N2C=NC(=C2)C)OC (4-(4-fluorophenyl)-2-{(E)-2-[3-methoxy-4-(4-methyl-1H-imidazol-1-yl)phenyl]vinyl}-6,7-dihydro-4H-[1,2,4]triazolo[1,5-a]pyrimidin-5-one). Procedure details: DMF (3 mL) and TEA (0.06 mL) were added to (4-fluorophenyl)-{5-{(E)-2-[3-methoxy-4-(4-methyl-1H-imidazol-1-yl)phenyl]vinyl}-4H-[1,2,4]triazol-3-yl}amine synthesized in Example 162 (44 mg), and the reaction solution was stirred at room temperature for 10 minutes. Acrylic acid chloride (0.01 mL) was added to the reaction solution at room temperature, and the reaction solution was stirred at room temperature for one hour and at 60° C. for two hours. TEA (0.03 mL) and acrylic acid chloride (0.01 mL)... Run in C(C)(=O)OCC (ethyl acetate). Reactants: CN(C)C=O (DMF), TEA, FC1=CC=C(C=C1)NC1=NN=C(N1)\C=C\C1=CC(=C(C=C1)N1C=NC(=C1)C)OC ((4-fluorophenyl)-{5-{(E)-2-[3-methoxy-4-(4-methyl-1H-imidazol-1-yl)phenyl]vinyl}-4H-[1,2,4]triazol-3-yl}amine), TEA, C(C=C)(=O)Cl (acrylic acid chloride), C(C=C)(=O)Cl (Acrylic acid chloride). Yields the product C=C(C(=O)OCc1ccccc1)C1C(C(C)OC(=O)OCc2ccccc2)C(=O)N1C(Cc1ccc(OC)cc1)Cc1ccc(OC)cc1. RXN SMILES: [Br:43][CH2:44][c:45]1[cH:46][cH:47][cH:48][cH:49][cH:50]1.[C:1](=[O:2])([OH:3])[C:4](=[CH2:5])[CH:6]1[CH:7]([CH:30]([CH3:31])[O:32][C:33](=[O:34])[O:35][CH2:36][c:37]2[cH:38][cH:39][cH:40][cH:41][cH:42]2)[C:8](=[O:29])[N:9]1[CH:10]([CH2:11][c:12]1[cH:13][cH:14][c:15]([O:18][CH3:19])[cH:16][cH:17]1)[CH2:20][c:21]1[cH:22][cH:23][c:24]([O:27][CH3:28])[cH:25][cH:26]1.[C:51](=[O:52])([O-:53])[O-:54].[CH3:57][C:58](=[O:59])[CH3:60].[K+:55].[K+:56]>>[C:1]([O:2][CH2:44][c:45]1[cH:46][cH:47][cH:48][cH:49][cH:50]1)(=[O:3])[C:4](=[CH2:5])[CH:6]1[CH:7]([CH:30]([CH3:31])[O:32][C:33](=[O:34])[O:35][CH2:36][c:37]2[cH:38][cH:39][cH:40][cH:41][cH:42]2)[C:8](=[O:29])[N:9]1[CH:10]([CH2:11][c:12]1[cH:13][cH:14][c:15]([O:18][CH3:19])[cH:16][cH:17]1)[CH2:20][c:21]1[cH:22][cH:23][c:24]([O:27][CH3:28])[cH:25][cH:26]1. Reactants: BrCc1ccccc1, C=C(C(=O)O)C1C(C(C)OC(=O)OCc2ccccc2)C(=O)N1C(Cc1ccc(OC)cc1)Cc1ccc(OC)cc1, O=C([O-])[O-], CC(C)=O, [K+], [K+]. As a reaction SMILES: [C:1](Cl)(=[O:4])[CH2:2][CH3:3].CCN(C(C)C)C(C)C.[Cl:15][C:16]1[CH:17]=[C:18]([C:23]2([C:37]([F:40])([F:39])[F:38])[O:27][N:26]=[C:25]([C:28]3[S:32][C:31]([CH:33]([NH2:35])[CH3:34])=[C:30]([CH3:36])[CH:29]=3)[CH2:24]2)[CH:19]=[C:20]([Cl:22])[CH:21]=1>ClCCl>[Cl:15][C:16]1[CH:17]=[C:18]([C:23]2([C:37]([F:39])([F:38])[F:40])[O:27][N:26]=[C:25]([C:28]3[S:32][C:31]([CH:33]([NH:35][C:1](=[O:4])[CH2:2][CH3:3])[CH3:34])=[C:30]([CH3:36])[CH:29]=3)[CH2:24]2)[CH:19]=[C:20]([Cl:22])[CH:21]=1. The solvent is ClCCl (dichloromethane). The yield is 30.9%. Yields the product ClC=1C=C(C=C(C1)Cl)C1(CC(=NO1)C1=CC(=C(S1)C(C)NC(CC)=O)C)C(F)(F)F (N-(1-{5-[5-(3,5-dichloro-phenyl)-5-trifluoromethyl-4,5-dihydro-isoxazol-3-yl]-3-methyl-thiophen-2-yl}-ethyl)-propionamide). Reported procedure: Propionyl chloride (20 mg) and Hünig base (70 μl) are added to a solution of 1-{5-[5-(3,5-dichloro-phenyl)-5-trifluoromethyl-4,5-dihydro-isoxazol-3-yl]-3-methyl-thiophen-2-yl}-ethylamine (60 mg) in dichloromethane (1 ml). After 19 hours at room temperature, the reaction is quenched with water. The reaction mixture is extracted three times with dichloromethane. The combined organic phases are dried over MgSO4 and concentrated in vacuo. The crude product is purified on a semi-preparative HPLC to y... The reactants are C(CC)(=O)Cl (Propionyl chloride), CCN(C(C)C)C(C)C (Hünig base), ClC=1C=C(C=C(C1)Cl)C1(CC(=NO1)C1=CC(=C(S1)C(C)N)C)C(F)(F)F (1-{5-[5-(3,5-dichloro-phenyl)-5-trifluoromethyl-4,5-dihydro-isoxazol-3-yl]-3-methyl-thiophen-2-yl}-ethylamine). Conditions: time 19 hour.